This data is from the Open Reaction Database (ORD), a public repository of structured organic reaction records. The task is: describe an organic reaction: reactants, conditions, products, and yield Starting materials: ClC=1C=C(C=C(C1)Cl)C1(CC(=NO1)C1=C2C(=C(S1)C(=O)Cl)CCCC2)C(F)(F)F (3-(5-(3,5-dichlorophenyl)-5-(trifluoromethyl)-4,5-dihydroisoxazol-3-yl)-4,5,6,7-tetrahydrobenzo[c]thiophene-1-carbonyl chloride), NC1=CC=C(C(=O)N)C=C1 (4-aminobenzamide). Run in N1=CC=CC=C1 (pyridine). Product: C(N)(=O)C1=CC=C(C=C1)NC(=O)C=1SC(=C2C1CCCC2)C2=NOC(C2)(C(F)(F)F)C2=CC(=CC(=C2)Cl)Cl (N-(4-carbamoylphenyl)-3-(5-(3,5-dichlorophenyl)-5-(trifluoromethyl)-4,5-dihydroisoxazol-3-yl)-4,5,6,7-tetrahydrobenzo[c]thiophene-1-carboxamide). Yield: 61.8%. Reaction SMILES: [Cl:1][C:2]1[CH:3]=[C:4]([C:9]2([C:26]([F:29])([F:28])[F:27])[O:13][N:12]=[C:11]([C:14]3[S:18][C:17]([C:19](Cl)=[O:20])=[C:16]4[CH2:22][CH2:23][CH2:24][CH2:25][C:15]=34)[CH2:10]2)[CH:5]=[C:6]([Cl:8])[CH:7]=1.[NH2:30][C:31]1[CH:39]=[CH:38][C:34]([C:35]([NH2:37])=[O:36])=[CH:33][CH:32]=1>N1C=CC=CC=1>[C:35]([C:34]1[CH:38]=[CH:39][C:31]([NH:30][C:19]([C:17]2[S:18][C:14]([C:11]3[CH2:10][C:9]([C:4]4[CH:3]=[C:2]([Cl:1])[CH:7]=[C:6]([Cl:8])[CH:5]=4)([C:26]([F:27])([F:29])[F:28])[O:13][N:12]=3)=[C:15]3[CH2:25][CH2:24][CH2:23][CH2:22][C:16]=23)=[O:20])=[CH:32][CH:33]=1)(=[O:36])[NH2:37]. Procedure details: Stir a mixture of 3-(5-(3,5-dichlorophenyl)-5-(trifluoromethyl)-4,5-dihydroisoxazol-3-yl)-4,5,6,7-tetrahydrobenzo[c]thiophene-1-carbonyl chloride (48 mg, 0.1 mmol) and 4-aminobenzamide (27 mg, 0.2 mmo) in pyridine (3 mL) at ambient temperature overnight. After removal solvent under vacuum, purify the residue by preparative HPLC to afford N-(4-carbamoylphenyl)-3-(5-(3,5-dichlorophenyl)-5-(trifluoromethyl)-4,5-dihydroisoxazol-3-yl)-4,5,6,7-tetrahydrobenzo[c]thiophene-1-carboxamide as a white solid... Reactants: C(C)OC(C=[N+]=[N-])=O (ethyldiazoacetate), O=S(Cl)Cl (SOCl2), [N+](=[N-])=CC(=O)OCC (ethyl diazoacetate), C(CCCCCCC)C1C(C1)C(=O)O (2-(n-octyl)cyclopropanecarboxylic acid). Reagents/catalysts: [O-]S(=O)(=O)[O-].[Cu+2] (CuSO4), [O-]S(=O)(=O)[O-].[Cu+2] (CuSO4). Solvent: C=CCCCCCCCC (1-decene), C=CCCCCCCCC (1-decene), C=CCCCCCCCC (1-decene). Conditions: time 10 hour. Product: C(CCCCCCC)C1C(C1)C(=O)Cl (2-(n-octyl)cyclopropanecarbonyl chloride). Reaction SMILES: [N+](=CC(OCC)=O)=[N-].[CH2:9]([CH:17]1[CH2:19][CH:18]1[C:20]([OH:22])=O)[CH2:10][CH2:11][CH2:12][CH2:13][CH2:14][CH2:15][CH3:16].O=S(Cl)[Cl:25]>C=CCCCCCCCC.[O-]S([O-])(=O)=O.[Cu+2]>[CH2:9]([CH:17]1[CH2:19][CH:18]1[C:20]([Cl:25])=[O:22])[CH2:10][CH2:11][CH2:12][CH2:13][CH2:14][CH2:15][CH3:16] |f:4.5|. Procedure: 2 grams of anhydrous CuSO4 was suspended in 9 grams of 1-decene in a 2-neck round bottom flask. To one of the necks was fitted a water cooled condenser; to the other an addition funnel filled with a solution of 7.5 g. or ethyl diazoacetate dissolved in 10 grams of 1-decene. The CuSO4 suspension was heated at 100° C. The dropwise addition of 1-decene solution of ethyldiazoacetate into the suspension was accompanied with nitrogen evolution. The reaction mixture was heated after the completion of a... Starting materials: OC1(C(COC2=CC(=CC=C12)OCOC)C1=CC=C(C=C1)OCOC)C1=CC=C(C=C1)OCCOCCCl (4-Hydroxy-4-{4-[2-(2-chloroethoxy)ethoxy]phenyl}-7-(methoxymethoxy)-3-[4-(methoxymethoxy)phenyl]chroman), [I-].[Na+] (sodium iodide). Reagents/catalysts: [I-].C(CCC)[N+](CCCC)(CCCC)CCCC (tetrabutylammonium iodide). Run in CC(CC)=O (2-butanone). The product is ICCOCCOC1=CC=C(C=C1)C1(C(COC2=CC(=CC=C12)OCOC)C1=CC=C(C=C1)OCOC)O (4-{4-[2-(2-iodoethoxy)ethoxy]phenyl}4-hydroxy-7-(methoxymethoxy)-3-(4-(methoxymethoxy)phenyl)chroman). Yield: 92.0%. RXN SMILES: [OH:1][C:2]1([C:26]2[CH:31]=[CH:30][C:29]([O:32][CH2:33][CH2:34][O:35][CH2:36][CH2:37]Cl)=[CH:28][CH:27]=2)[C:11]2[C:6](=[CH:7][C:8]([O:12][CH2:13][O:14][CH3:15])=[CH:9][CH:10]=2)[O:5][CH2:4][CH:3]1[C:16]1[CH:21]=[CH:20][C:19]([O:22][CH2:23][O:24][CH3:25])=[CH:18][CH:17]=1.[I-:39].[Na+]>CC(=O)CC.[I-].C([N+](CCCC)(CCCC)CCCC)CCC>[I:39][CH2:37][CH2:36][O:35][CH2:34][CH2:33][O:32][C:29]1[CH:28]=[CH:27][C:26]([C:2]2([OH:1])[C:11]3[C:6](=[CH:7][C:8]([O:12][CH2:13][O:14][CH3:15])=[CH:9][CH:10]=3)[O:5][CH2:4][CH:3]2[C:16]2[CH:17]=[CH:18][C:19]([O:22][CH2:23][O:24][CH3:25])=[CH:20][CH:21]=2)=[CH:31][CH:30]=1 |f:1.2,4.5|. Procedure: 4-Hydroxy-4-{4-[2-(2-chloroethoxy)ethoxy]phenyl}-7-(methoxymethoxy)-3-[4-(methoxymethoxy)phenyl]chroman (490 mg, 0.9 mmol) was dissolved in 2-butanone (30 ml) under argon atmosphere. Then, sodium iodide (1.4 g, 9.3 mmol) and tetrabutylammonium iodide (1.6 g, 4.5 mmol) were added thereto, and the mixture was refluxed for 16 hours. The reaction solution was cooled down to normal temperature, concentrated, and diluted with ethyl acetate. Then, in order to eliminate the resulting NaCl and the excess... Starting materials: CCOC(C)=O, [Na+], [Na+], O=C([O-])[O-], C1COCCO1, Cl[Pd]Cl, Cc1ccc(S(=O)(=O)OC(=CC(C)C)c2cc3cccnc3n2S(=O)(=O)c2ccccc2)cc1, Cc1cccc(B(O)O)c1, c1ccc(P(c2ccccc2)c2ccccc2)cc1, c1ccc(P(c2ccccc2)c2ccccc2)cc1. Yields the product Cc1cccc(C(=CC(C)C)c2cc3cccnc3n2S(=O)(=O)c2ccccc2)c1. Reaction SMILES: [CH3:57][CH2:58][O:59][C:60](=[O:61])[CH3:62].[Na+:45].[Na+:46].[O-:47][C:48](=[O:49])[O-:50].[O:51]1[CH2:52][CH2:53][O:54][CH2:55][CH2:56]1.[Pd:63]([Cl:64])[Cl:65].[c:1]1([S:7](=[O:8])(=[O:9])[n:10]2[c:11]([C:19](=[CH:20][CH:21]([CH3:22])[CH3:23])[O:24][S:25]([c:26]3[cH:27][cH:28][c:29]([CH3:30])[cH:31][cH:32]3)(=[O:33])=[O:34])[cH:12][c:13]3[c:14]2[n:15][cH:16][cH:17][cH:18]3)[cH:2][cH:3][cH:4][cH:5][cH:6]1.[c:35]1([CH3:44])[cH:36][c:37]([B:41]([OH:42])[OH:43])[cH:38][cH:39][cH:40]1.[c:66]1([P:67]([c:68]2[cH:69][cH:70][cH:71][cH:72][cH:73]2)[c:74]2[cH:75][cH:76][cH:77][cH:78][cH:79]2)[cH:80][cH:81][cH:82][cH:83][cH:84]1.[c:85]1([P:86]([c:87]2[cH:88][cH:89][cH:90][cH:91][cH:92]2)[c:93]2[cH:94][cH:95][cH:96][cH:97][cH:98]2)[cH:99][cH:100][cH:101][cH:102][cH:103]1>>[c:1]1([S:7](=[O:8])(=[O:9])[n:10]2[c:11]([C:19](=[CH:20][CH:21]([CH3:22])[CH3:23])[c:37]3[cH:36][c:35]([CH3:44])[cH:40][cH:39][cH:38]3)[cH:12][c:13]3[c:14]2[n:15][cH:16][cH:17][cH:18]3)[cH:2][cH:3][cH:4][cH:5][cH:6]1. The reactants are CC(C)=O, O=C(Cl)c1cc(N[SH](=O)=O)ccc1Cl, c1ccc(N2CCNCC2)cc1. RXN SMILES: [CH3:27][C:28](=[O:29])[CH3:30].[Cl:1][c:2]1[c:3]([C:4](=[O:5])[Cl:6])[cH:7][c:8]([NH:11][SH:12](=[O:13])=[O:14])[cH:9][cH:10]1.[c:15]1([N:21]2[CH2:22][CH2:23][NH:24][CH2:25][CH2:26]2)[cH:16][cH:17][cH:18][cH:19][cH:20]1>>[Cl:1][c:2]1[c:3]([C:4](=[O:5])[N:24]2[CH2:23][CH2:22][N:21]([c:15]3[cH:16][cH:17][cH:18][cH:19][cH:20]3)[CH2:26][CH2:25]2)[cH:7][c:8]([NH:11][SH:12](=[O:13])=[O:14])[cH:9][cH:10]1. The product is O=C(c1cc(N[SH](=O)=O)ccc1Cl)N1CCN(c2ccccc2)CC1. Reactants: COC(C(C1=CC=C(C=C1)N(C=O)CCOC1=CC2=CC=CC=C2C=C1)=O)=O (4-[N-[2-(2-naphthalenyloxy)ethyl]formamido]-alpha-oxobenzeneacetic acid methyl ester), [OH-].[Na+] (sodium hydroxide). The solvent is CO (methanol), O1CCCC1 (tetrahydrofuran). The product is C1=C(C=CC2=CC=CC=C12)OCCN(C=O)C1=CC=C(C=C1)C(C(=O)O)=O (4-[N-[2-(2-naphthalenyloxy)ethyl]formamido]-alpha-oxobenzeneacetic acid). Isolated yield 66.5%. As a reaction SMILES: C[O:2][C:3](=[O:28])[C:4](=[O:27])[C:5]1[CH:10]=[CH:9][C:8]([N:11]([CH2:14][CH2:15][O:16][C:17]2[CH:26]=[CH:25][C:24]3[C:19](=[CH:20][CH:21]=[CH:22][CH:23]=3)[CH:18]=2)[CH:12]=[O:13])=[CH:7][CH:6]=1.[OH-].[Na+]>CO.O1CCCC1>[CH:18]1[C:19]2[C:24](=[CH:23][CH:22]=[CH:21][CH:20]=2)[CH:25]=[CH:26][C:17]=1[O:16][CH2:15][CH2:14][N:11]([C:8]1[CH:7]=[CH:6][C:5]([C:4](=[O:27])[C:3]([OH:28])=[O:2])=[CH:10][CH:9]=1)[CH:12]=[O:13] |f:1.2|. Procedure details: A solution of 4-[N-[2-(2-naphthalenyloxy)ethyl]formamido]-alpha-oxobenzeneacetic acid methyl ester (0.5 g) in warm methanol (5 mL) and tetrahydrofuran (5 mL) was treated with 1N sodium hydroxide (2 mL) and the mixture was concentrated to remove the organic solvents. The residue was acidified with excess hydrochloric acid and extracted with dichloromethane. The organic layer was washed with water, dried (Na2SO4), filtered and evaporated. The residue was crystallized acetone-hexane to give 0.32 g ... Reactants: C(C)OC(COC1=CC=C(C=C1)CC=1NC=CN1)=O (4-(1-imidazolylmethyl)phenoxyacetic acid ethyl ester), Cl (hydrochloric acid), C(C)(=O)OCC (ethyl acetate). Product: Cl.N1C(=NC=C1)CC1=CC=C(OCC(=O)O)C=C1 (4-(1-imidazolylmethyl)phenoxyacetic acid hydrochloride). RXN SMILES: C([O:3][C:4](=[O:19])[CH2:5][O:6][C:7]1[CH:12]=[CH:11][C:10]([CH2:13][C:14]2[NH:15][CH:16]=[CH:17][N:18]=2)=[CH:9][CH:8]=1)C.C(OCC)(=O)C.[ClH:26]>>[ClH:26].[NH:15]1[CH:16]=[CH:17][N:18]=[C:14]1[CH2:13][C:10]1[CH:9]=[CH:8][C:7]([O:6][CH2:5][C:4]([OH:19])=[O:3])=[CH:12][CH:11]=1 |f:3.4|. Procedure details: A solution of 4-(1-imidazolylmethyl)phenoxyacetic acid ethyl ester (6.0 g) in concentrated hydrochloric acid (10 ml) was heated at 100° C. for 8 hours and then evaporated to give an oil which solidified on trituration with ethyl acetate. The solid was crystallised twice from aqueous acetonitrile to give 4-(1-imidazolylmethyl)phenoxyacetic acid hydrochloride (4.84 g), m.p. 107°-110° C. Found: C, 50.24, H, 5.31, N, 9.83. C12H12N2O3.HCl.H2O requires: C, 50.28, H, 5.23, N, 9.77%. Reactants: C(=O)(C(F)(F)F)O (TFA), COC1=C(C=CC(=C1)C(F)(F)F)N1C2=C(OCC1=O)C=C(C=C2)S(=O)(=O)N(C=2SC=CN2)CC2=CC=C(C=C2)OC (4-(2-methoxy-4-(trifluoromethyl)phenyl)-N-(4-methoxybenzyl)-3-oxo-N-(thiazol-2-yl)-3,4-dihydro-2H-benzo[b][1,4]oxazine-7-sulfonamide). The solvent is C(Cl)Cl (DCM). Yields the product COC1=C(C=CC(=C1)C(F)(F)F)N1C2=C(OCC1=O)C=C(C=C2)S(=O)(=O)NC=2SC=CN2 (4-(2-methoxy-4-(trifluoromethyl)phenyl)-3-oxo-N-(thiazol-2-yl)-3,4-dihydro-2H benzo[b][1,4]oxazine-7-sulfonamide). Isolated yield 83.0%. Reaction SMILES: C(O)(C(F)(F)F)=O.[CH3:8][O:9][C:10]1[CH:15]=[C:14]([C:16]([F:19])([F:18])[F:17])[CH:13]=[CH:12][C:11]=1[N:20]1[C:25](=[O:26])[CH2:24][O:23][C:22]2[CH:27]=[C:28]([S:31]([N:34](CC3C=CC(OC)=CC=3)[C:35]3[S:36][CH:37]=[CH:38][N:39]=3)(=[O:33])=[O:32])[CH:29]=[CH:30][C:21]1=2>C(Cl)Cl>[CH3:8][O:9][C:10]1[CH:15]=[C:14]([C:16]([F:19])([F:17])[F:18])[CH:13]=[CH:12][C:11]=1[N:20]1[C:25](=[O:26])[CH2:24][O:23][C:22]2[CH:27]=[C:28]([S:31]([NH:34][C:35]3[S:36][CH:37]=[CH:38][N:39]=3)(=[O:32])=[O:33])[CH:29]=[CH:30][C:21]1=2. Reported procedure: In a 25-mL round bottom flask was dissolved 4-(2-methoxy-4-(trifluoromethyl)phenyl)-N-(4-methoxybenzyl)-3-oxo-N-(thiazol-2-yl)-3,4-dihydro-2H-benzo[b][1,4]oxazine-7-sulfonamide in 4 mL of DCM then treated with TFA (2.384 mL, 30.9 mmol). After 30 min the reaction mixture was concentrated under reduced pressure and purified by MPLC (ISCO) with DCM:MeOH 100:0 to 90:10 to afforded 4-(2-methoxy-4-(trifluoromethyl)phenyl)-3-oxo-N-(thiazol-2-yl)-3,4-dihydro-2H benzo[b][1,4]oxazine-7-sulfonamide (250 mg... Reactants: C(C1=CC=CC=C1)N1CCC(CC1)NC1=NC=CC(=N1)C=1N(C=C(N1)C1=CC=C(C=C1)F)C1CCN(CC1)C ((2-(1-benzyl-4-piperidinylamino)pyrimidin-4-yl]-4-(4-fluorophenyl)-1-(1-methylpiperidin-4-yl)imidazole). Reagents/catalysts: [Pd] (palladium on carbon). Conditions: time 18 hour. Product: N1CCC(CC1)NC1=NC=CC(=N1)C=1N(C=C(N1)C1=CC=C(C=C1)F)C1CCN(CC1)C ((2-(4-Piperdinylamino)pyrimidin-4-yl]-4-(4-fluorophenyl)-1-(1-methylpiperdin-4-yl)imidazole). RXN SMILES: C([N:8]1[CH2:13][CH2:12][CH:11]([NH:14][C:15]2[N:20]=[C:19]([C:21]3[N:22]([CH:33]4[CH2:38][CH2:37][N:36]([CH3:39])[CH2:35][CH2:34]4)[CH:23]=[C:24]([C:26]4[CH:31]=[CH:30][C:29]([F:32])=[CH:28][CH:27]=4)[N:25]=3)[CH:18]=[CH:17][N:16]=2)[CH2:10][CH2:9]1)C1C=CC=CC=1>[Pd]>[NH:8]1[CH2:9][CH2:10][CH:11]([NH:14][C:15]2[N:20]=[C:19]([C:21]3[N:22]([CH:33]4[CH2:38][CH2:37][N:36]([CH3:39])[CH2:35][CH2:34]4)[CH:23]=[C:24]([C:26]4[CH:27]=[CH:28][C:29]([F:32])=[CH:30][CH:31]=4)[N:25]=3)[CH:18]=[CH:17][N:16]=2)[CH2:12][CH2:13]1. Reported procedure: A mixture of 5-[(2-(1-benzyl-4-piperidinylamino)pyrimidin-4-yl]-4-(4-fluorophenyl)-1-(1-methylpiperidin-4-yl)imidazole (0.50 g, 0.95 mmol) and 10% palladium on carbon (10%) was stirred under an atmosphere of H2 for 18 h. The catalyst was removed by filtration and the filtrate was evaporated under reduced pressure. The residue was recrystallized from EtOAc/hexanes to afford the title compound as a white solid; yield 0.98 g (24%): mp=201-203° C. Starting materials: C(C)(C)(C)OC(NC1CN(CCC1)C(=O)C1=CC=C(C=C1)C1=CC(=C(C(=C1)Cl)CC1C(N(CC1)C1CCCCC1)=O)Cl)=O ({1-[3′,5′-dichloro-4′-(1-cyclohexyl-2-oxo-pyrrolidin-3-ylmethyl)-biphenyl-4-carbonyl]-piperidin-3-yl}-carbamic acid tert-butyl ester), ClC=1C=C(C=C(C1CC1C(N(CC1)C1CCCCC1)=O)Cl)C1=CC=C(C=C1)C(=O)O (racemic 3′, 5′-dichloro-4′-(1-cyclohexyl-2-oxo-pyrrolidin-3-ylmethyl)-biphenyl-4-carboxylic acid), C(=O)(N1C=NC=C1)N1C=NC=C1 (1,1′-carbonyl-diimidazole), C(C)(C)(C)OC(NC1CC(CCC1)N)=O ((3-amino-cyclohexyl)-carbamic acid tert-butyl ester), Cl.O1CCOCC1 (hydrochloric acid dioxane). Run in O1CCOCC1 (dioxane), ClCCl (dichloromethane). Yields the product NC1CC(CCC1)NC(=O)C1=CC=C(C=C1)C1=CC(=C(C(=C1)Cl)CC1C(N(CC1)C1CCCCC1)=O)Cl (3′,5′-dichloro-4′-(1-cyclohexyl-2-oxo-pyrrolidin-3-ylmethyl)-biphenyl-4-carboxylic acid (3-amino-cyclohexyl)-amide). As a reaction SMILES: [Cl:1][C:2]1[CH:3]=[C:4]([C:22]2[CH:27]=[CH:26][C:25]([C:28]([OH:30])=O)=[CH:24][CH:23]=2)[CH:5]=[C:6]([Cl:21])[C:7]=1[CH2:8][CH:9]1[CH2:13][CH2:12][N:11]([CH:14]2[CH2:19][CH2:18][CH2:17][CH2:16][CH2:15]2)[C:10]1=[O:20].C(N1C=CN=C1)(N1C=CN=C1)=O.C(OC(=O)[NH:49][CH:50]1[CH2:55][CH2:54][CH2:53][CH:52]([NH2:56])[CH2:51]1)(C)(C)C.C(OC(=O)NC1CCCN(C(C2C=CC(C3C=C(Cl)C(CC4CCN(C5CCCCC5)C4=O)=C(Cl)C=3)=CC=2)=O)C1)(C)(C)C.Cl.O1CCOCC1>ClCCl.O1CCOCC1>[NH2:49][CH:50]1[CH2:55][CH2:54][CH2:53][CH:52]([NH:56][C:28]([C:25]2[CH:24]=[CH:23][C:22]([C:4]3[CH:3]=[C:2]([Cl:1])[C:7]([CH2:8][CH:9]4[CH2:13][CH2:12][N:11]([CH:14]5[CH2:15][CH2:16][CH2:17][CH2:18][CH2:19]5)[C:10]4=[O:20])=[C:6]([Cl:21])[CH:5]=3)=[CH:27][CH:26]=2)=[O:30])[CH2:51]1 |f:4.5|. Procedure: Dissolve racemic 3′, 5′-dichloro-4′-(1-cyclohexyl-2-oxo-pyrrolidin-3-ylmethyl)-biphenyl-4-carboxylic acid (1.00 eq.) in dichloromethane (5-10 mL) and add 1,1′-carbonyl-diimidazole (1.50 eq.). Stir under argon atmosphere at room temperature and check reaction progress via TLC. Add (3-amino-cyclohexyl)-carbamic acid tert-butyl ester (1.05-2.0 eq.) and continue to stir, checking progress via LC/MS. Once starting material has been fully consumed, dilute reaction with dichloromethane (50 mL) and wash...